Dataset: the Open Reaction Database (ORD), a public repository of structured organic reaction records. Task: describe an organic reaction: reactants, conditions, products, and yield Reactants: COC=1C=C(C=CC1)CCCCC(=O)OCC (ethyl 5-(3-methoxyphenyl)pentanoate), [OH-].[Na+] (sodium hydroxide). Run in C1CCOC1.O (THF H2O). Product: COC=1C=C(C=CC1)CCCCC(=O)O (5-(3-Methoxyphenyl)pentanoic acid). Isolated yield 85.0%. RXN SMILES: [CH3:1][O:2][C:3]1[CH:4]=[C:5]([CH2:9][CH2:10][CH2:11][CH2:12][C:13]([O:15]CC)=[O:14])[CH:6]=[CH:7][CH:8]=1.[OH-].[Na+]>C1COCC1.O>[CH3:1][O:2][C:3]1[CH:4]=[C:5]([CH2:9][CH2:10][CH2:11][CH2:12][C:13]([OH:15])=[O:14])[CH:6]=[CH:7][CH:8]=1 |f:1.2,3.4|. Procedure details: A mixture of ethyl 5-(3-methoxyphenyl)pentanoate (1 equivalent) and sodium hydroxide (3 equivalents) in THF/H2O was heated at reflux overnight. THF was evaporated, the aqueous phase acidified with 6N HCl to pH<5, and then extracted with a mixture of chloroform:isopropyl alcohol (3:1, 5 times). The organic phase was dried over anhydrous sodium sulfate. A light yellow oil was obtained in more than 85% yield after removal of the solvent: 1H NMR δ 7.20 (m, 1H), 6.79-6.73 (m, 3H), 3.80 (s, 3H), 2.62 ... The reactants are [H-].[Al+3].[Li+].[H-].[H-].[H-] (lithium aluminum hydride), C(#N)C1(CCC2(OCCO2)CC1)N(C)C (8-cyano-[1,4-dioxaspiro[4.5]dec-8-yl]dimethylamine), O (water), [OH-].[Na+] (sodium hydroxide), O (water). Run in C(C)OCC (diethyl ether). The product is CN(C1(CCC2(OCCO2)CC1)CN)C (8-(dimethylamino)-1,4-dioxaspiro[4.5]decane-8-methanamine). As a reaction SMILES: [H-].[Al+3].[Li+].[H-].[H-].[H-].[C:7]([C:9]1([N:19]([CH3:21])[CH3:20])[CH2:18][CH2:17][C:12]2([O:16][CH2:15][CH2:14][O:13]2)[CH2:11][CH2:10]1)#[N:8].O.[OH-].[Na+]>C(OCC)C>[CH3:20][N:19]([CH3:21])[C:9]1([CH2:7][NH2:8])[CH2:18][CH2:17][C:12]2([O:13][CH2:14][CH2:15][O:16]2)[CH2:11][CH2:10]1 |f:0.1.2.3.4.5,8.9|. Reported procedure: A 0.4 g portion of lithium aluminum hydride (LAH) is cooled in 10 ml of diethyl ether under nitrogen atmosphere. Then 2.0 g of 8-cyano-[1,4-dioxaspiro[4.5]dec-8-yl]dimethylamine (U.S. Pat. No. 4,065,573, Example 41, part B) was added over 20 minutes while stirring at room temperature. Then, in turn, there was added 0.4 ml of water, 0.4 ml of 15 percent sodium hydroxide and 1.2 ml of water. The inorganic gel in the mixture was filtered off. The filtrate was dried by evaporation under vacuum. A th... Reactants: [H-].[Na+] (sodium hydride), NC1=NC=CC=C1O (2-amino-3-hydroxypyridine), O (water), BrCCCCCl (1-bromo-4-chlorobutane). Run in CS(=O)C (dimethyl sulfoxide). Reaction conditions: time 15 minute. Product: NC1=NC=CC=C1OCCCCCl (2-amino-3-(4-chlorobutyloxy)pyridine). Reaction SMILES: [H-].[Na+].[NH2:3][C:4]1[C:9]([OH:10])=[CH:8][CH:7]=[CH:6][N:5]=1.Br[CH2:12][CH2:13][CH2:14][CH2:15][Cl:16].O>CS(C)=O>[NH2:3][C:4]1[C:9]([O:10][CH2:12][CH2:13][CH2:14][CH2:15][Cl:16])=[CH:8][CH:7]=[CH:6][N:5]=1 |f:0.1|. Procedure: To a suspension of 20 g (500 mmol) of 60% oily sodium hydride in 500 ml of dimethyl sulfoxide, 55.06 g (500 mmol) of 2-amino-3-hydroxypyridine was added at room temperature, followed by stirring for 15 minutes. To this mixture, 57.62 ml (500 mmol) of 1-bromo-4-chlorobutane was added, followed by stirring at 80° C. for 3 hours. After cooling, the reaction mixture was poured into water, extracted with ethyl acetate, washed with water and dried, after which the solvent was distilled off. The residu...